From a dataset of the Open Reaction Database (ORD), a public repository of structured organic reaction records. describe an organic reaction: reactants, conditions, products, and yield The reactants are CS(=O)(=O)O, Cc1ccccc1, O=Cc1ccccc1, CC(C)N(C(N)=O)c1cccc2c1CCO2. Product: CC(C)N1C(=O)NC(c2ccccc2)c2ccc3c(c21)CCO3. Reaction SMILES: [CH3:25][S:26](=[O:27])(=[O:28])[OH:29].[CH3:30][c:31]1[cH:32][cH:33][cH:34][cH:35][cH:36]1.[CH:17](=[O:18])[c:19]1[cH:20][cH:21][cH:22][cH:23][cH:24]1.[CH:1]([CH3:2])([CH3:3])[N:4]([C:5](=[O:6])[NH2:7])[c:8]1[cH:9][cH:10][cH:11][c:12]2[c:13]1[CH2:14][CH2:15][O:16]2>>[CH:1]([CH3:2])([CH3:3])[N:4]1[C:5](=[O:6])[NH:7][CH:17]([c:19]2[cH:20][cH:21][cH:22][cH:23][cH:24]2)[c:9]2[c:8]1[c:13]1[c:12]([cH:11][cH:10]2)[O:16][CH2:15][CH2:14]1. Reactants: [Al+3], CCOCC, [H-], [H-], [H-], [H-], [Li+], O, Cc1ccc(S(=O)(=O)N2CC(CBr)=C(CC#N)C2)cc1. Yields the product Cc1ccc(S(=O)(=O)N2CC(CBr)=C(CCN)C2)cc1. Reaction SMILES: [Al+3:22].[CH2:28]([O:29][CH2:30][CH3:31])[CH3:32].[H-:21].[H-:24].[H-:25].[H-:26].[Li+:23].[OH2:27].[c:1]1([CH3:20])[cH:2][cH:3][c:4]([S:7](=[O:8])(=[O:9])[N:10]2[CH2:11][C:12]([CH2:18][Br:19])=[C:13]([CH2:15][C:16]#[N:17])[CH2:14]2)[cH:5][cH:6]1>>[c:1]1([CH3:20])[cH:2][cH:3][c:4]([S:7](=[O:8])(=[O:9])[N:10]2[CH2:11][C:12]([CH2:18][Br:19])=[C:13]([CH2:15][CH2:16][NH2:17])[CH2:14]2)[cH:5][cH:6]1.